Dataset: the Open Reaction Database (ORD), a public repository of structured organic reaction records. Task: describe an organic reaction: reactants, conditions, products, and yield Starting materials: [Cl-].C(CCCCC)[N+]1=CN(C=C1)C (1-Hexyl-3-methylimidazolium chloride), FC(C(F)F)(S(=O)(=O)[O-])F.[K+] (Potassium 1,1,2,2-tetrafluoroethane sulfonate), [Cl-].C(CCCCC)[N+]1=CN(C=C1)C.CC(=O)C (1-hexyl-3-methylimidazolium chloride acetone). Solvent: CC(=O)C (acetone), CC(=O)C (acetone). Yields the product FC(C(F)F)(S(=O)(=O)[O-])F.C(CCCCC)[N+]1=CN(C=C1)C (1-hexyl-3-methylimidazolium 1,1,2,2-tetrafluoroethanesulfonate). As a reaction SMILES: [Cl-].[CH2:2]([N+:8]1[CH:12]=[CH:11][N:10]([CH3:13])[CH:9]=1)[CH2:3][CH2:4][CH2:5][CH2:6][CH3:7].[F:14][C:15]([F:23])([S:19]([O-:22])(=[O:21])=[O:20])[CH:16]([F:18])[F:17].[K+].[Cl-].C([N+]1C=CN(C)C=1)CCCCC.CC(C)=O>CC(C)=O>[F:14][C:15]([F:23])([S:19]([O-:22])(=[O:21])=[O:20])[CH:16]([F:18])[F:17].[CH2:2]([N+:8]1[CH:12]=[CH:11][N:10]([CH3:13])[CH:9]=1)[CH2:3][CH2:4][CH2:5][CH2:6][CH3:7] |f:0.1,2.3,4.5.6,8.9|. Procedure details: 1-Hexyl-3-methylimidazolium chloride (10 g, 0.0493 moles) was mixed with reagent-grade acetone (100 ml) in a large round-bottomed flask and stirred vigorously under a nitrogen blanket. Potassium 1,1,2,2-tetrafluoroethane sulfonate (TFES-K, 10 g, 0.0455 moles) was added to reagent grade acetone (100 ml) in a separate round-bottomed flask, and this solution was carefully added to the 1-hexyl-3-methylimidazolium chloride/acetone mixture. The mixture was left to stir overnight. The reaction mixture ... Starting materials: CC(C)(C)OC(=O)N(Cc1ccc2c(c1)OC(C)(C)C(=O)N2)S(C)(=O)=O, OB(O)c1ccc(F)cc1. Yields the product CC(C)(C)OC(=O)N(Cc1ccc2c(c1)OC(C)(C)C(=O)N2c1ccc(F)cc1)S(C)(=O)=O. RXN SMILES: [CH3:1][C:2]1([CH3:26])[O:3][c:4]2[c:5]([cH:9][cH:10][c:11]([CH2:13][N:14]([C:15]([O:16][C:17]([CH3:18])([CH3:19])[CH3:20])=[O:21])[S:22](=[O:23])(=[O:24])[CH3:25])[cH:12]2)[NH:6][C:7]1=[O:8].[OH:27][B:28]([OH:29])[c:30]1[cH:31][cH:32][c:33]([F:34])[cH:35][cH:36]1>>[CH3:1][C:2]1([CH3:26])[O:3][c:4]2[c:5]([cH:9][cH:10][c:11]([CH2:13][N:14]([C:15]([O:16][C:17]([CH3:18])([CH3:19])[CH3:20])=[O:21])[S:22](=[O:23])(=[O:24])[CH3:25])[cH:12]2)[N:6]([c:30]2[cH:31][cH:32][c:33]([F:34])[cH:35][cH:36]2)[C:7]1=[O:8]. Reactants: c1ccc2c(c1)CNC2, ClCCCl, CCN(C(C)C)C(C)C, O=C(O)c1ccc2cc3c(cc2n1)CC1(C3)C(=O)Nc2ncccc21, CN(C)C=O, On1nnc2ccccc21. Yields the product O=C(c1ccc2cc3c(cc2n1)CC1(C3)C(=O)Nc2ncccc21)N1Cc2ccccc2C1. As a reaction SMILES: [CH2:26]1[NH:27][CH2:28][c:29]2[cH:30][cH:31][cH:32][cH:33][c:34]21.[CH2:35]([Cl:36])[CH2:37][Cl:38].[CH:49]([N:50]([CH2:51][CH3:52])[CH:53]([CH3:54])[CH3:55])([CH3:56])[CH3:57].[O:1]=[C:2]1[NH:3][c:4]2[n:5][cH:6][cH:7][cH:8][c:9]2[C:10]12[CH2:11][c:12]1[c:13]([cH:14][c:15]3[cH:16][cH:17][c:18]([C:22](=[O:23])[OH:24])[n:19][c:20]3[cH:21]1)[CH2:25]2.[O:58]=[CH:59][N:60]([CH3:61])[CH3:62].[OH:39][n:40]1[c:41]2[c:42]([cH:43][cH:44][cH:45][cH:46]2)[n:47][n:48]1>>[O:1]=[C:2]1[NH:3][c:4]2[n:5][cH:6][cH:7][cH:8][c:9]2[C:10]12[CH2:11][c:12]1[c:13]([cH:14][c:15]3[cH:16][cH:17][c:18]([C:22](=[O:23])[N:27]4[CH2:26][c:34]5[c:29]([cH:30][cH:31][cH:32][cH:33]5)[CH2:28]4)[n:19][c:20]3[cH:21]1)[CH2:25]2. Starting materials: C(C)(C)(C)OC(N[C@@H]([C@H](CC)C)CN(C1=CC=C(C=C1)C#CCCC)C(=O)[C@@H]1[C@H](C1)C1=NC(=CC=C1)F)=O (((1S,2S)-1-{[[(1S,2S)-2-(6-Fluoro-pyridin-2-yl)-cyclopropanecarbonyl]-(4-pent-1-ynyl-phenyl)-amino]-methyl}-2-methyl-butyl)-carbamic acid t-butyl ester), FC(C(=O)O)(F)F (trifluoroacetic acid). Run in ClCCl (dichloromethane). Reaction conditions: time 1 hour. Yields the product N[C@H](CN(C(=O)[C@@H]1[C@H](C1)C1=NC(=CC=C1)F)C1=CC=C(C=C1)C#CCCC)[C@H](CC)C ((1S,2S)-2-(6-Fluoro-pyridin-2-yl)-cyclopropanecarboxylic acid ((2S,3S)-2-amino-3-methyl-pentyl)-(4-pent-1-ynyl-phenyl)-amide). Yield: 52.2%. As a reaction SMILES: C(OC(=O)[NH:7][C@H:8]([CH2:13][N:14]([C:26]([C@H:28]1[CH2:30][C@@H:29]1[C:31]1[CH:36]=[CH:35][CH:34]=[C:33]([F:37])[N:32]=1)=[O:27])[C:15]1[CH:20]=[CH:19][C:18]([C:21]#[C:22][CH2:23][CH2:24][CH3:25])=[CH:17][CH:16]=1)[C@@H:9]([CH3:12])[CH2:10][CH3:11])(C)(C)C.FC(F)(F)C(O)=O>ClCCl>[NH2:7][C@@H:8]([C@@H:9]([CH3:12])[CH2:10][CH3:11])[CH2:13][N:14]([C:15]1[CH:20]=[CH:19][C:18]([C:21]#[C:22][CH2:23][CH2:24][CH3:25])=[CH:17][CH:16]=1)[C:26]([C@H:28]1[CH2:30][C@@H:29]1[C:31]1[CH:36]=[CH:35][CH:34]=[C:33]([F:37])[N:32]=1)=[O:27]. Reported procedure: ((1S,2S)-1-{[[(1S,2S)-2-(6-Fluoro-pyridin-2-yl)-cyclopropanecarbonyl]-(4-pent-1-ynyl-phenyl)-amino]-methyl}-2-methyl-butyl)-carbamic acid t-butyl ester (0.0657 g, 0.126 mmol), trifluoroacetic acid (1 mL) and dichloromethane (2 mL) were mixed at 0° C., then stirred at room temperature for 1 hr. The excessive solvent was removed in vacuum. The residue was purified by preparatory HPLC to give a white solid (0.0277 g, 34%): 1H NMR (400 MHz, MeOD) δ ppm 7.66 (m, 1H), 7.24 (m, 4H), 7.07 (td, J=7.1, 2.... Starting materials: ClC1=C(C=CC=C1)C(C(=O)N)N1CC2=C(CC1)SC=C2 ((±)-(2-chloro-phenyl)-(6,7-dihydro-4H-thieno[3,2-c]pyrid-5-yl) acetamide), O.[C@]12(C(=O)CC(CC1)C2(C)C)CS(=O)(=O)O ((1S)-(+)-camphor-10-sulphonic acid monohydrate). Run in CC(=O)C (acetone). Yields the product C12(C(=O)CC(CC1)C2(C)C)CS(=O)(=O)O.ClC2=C(C=CC=C2)[C@@H](C(=O)N)N2CC1=C(CC2)SC=C1 ((S)-2-(2-chloro-phenyl)-(4,5,6,7-tetrahydrothieno[3,2-c]pyrid-5-yl)acetamide (+)-camphor sulfonic acid salt). The yield is 35.5%. Reaction SMILES: [Cl:1][C:2]1[CH:7]=[CH:6][CH:5]=[CH:4][C:3]=1[CH:8]([N:12]1[CH2:17][CH2:16][C:15]2[S:18][CH:19]=[CH:20][C:14]=2[CH2:13]1)[C:9]([NH2:11])=[O:10].O.[C@:22]12([CH2:32][S:33]([OH:36])(=[O:35])=[O:34])[C:29]([CH3:31])([CH3:30])[CH:26]([CH2:27][CH2:28]1)[CH2:25][C:23]2=[O:24]>CC(C)=O>[C:22]12([CH2:32][S:33]([OH:36])(=[O:34])=[O:35])[C:29]([CH3:31])([CH3:30])[CH:26]([CH2:27][CH2:28]1)[CH2:25][C:23]2=[O:24].[Cl:1][C:2]1[CH:7]=[CH:6][CH:5]=[CH:4][C:3]=1[C@H:8]([N:12]1[CH2:17][CH2:16][C:15]2[S:18][CH:19]=[CH:20][C:14]=2[CH2:13]1)[C:9]([NH2:11])=[O:10] |f:1.2,4.5|. Reported procedure: A solution of 5 g (16.31 mmol) of (±)-(2-chloro-phenyl)-(6,7-dihydro-4H-thieno[3,2-c]pyrid-5-yl) acetamide (prepared as given in Examples 10-15) and 4.15 g (16.2 mmol) (1S)-(+)-camphor-10-sulphonic acid monohydrate in 100 mL acetone was kept warm for 20 hrs followed by storing it in temperature below 10° C. A few crystals appeared, the mother liquor was concentrated further and repeated recrystallization, followed by storage in cold condition for few days gave 3.1 g (70% yield) of (S)-2-(2-chlor... Starting materials: starting material, N (ammonia), FC1(C(C=CC2=CC(=CC=C12)[C@@H]1CC[C@H](CC1)CCC)(F)F)F (1,1,2,2-tetrafluoro-6-(trans-4-propylcyclohexyl)-1,2-dihydronaphthalene), FC1(C(C=C(C2=CC(=CC=C12)[C@@H]1CC[C@H](CC1)CCC)F)F)F (1,1,2,4-tetrafluoro-6-(trans-4-propylcyclohexyl)-1,2-dihydronaphthalene), [NH4+].[OH-] (NH4OH). Reagents/catalysts: [Zn] (zinc). Run in C1CCOC1 (THF). Reaction conditions: time 27 hour. Yields the product FC1=C(C=CC2=CC(=CC=C12)[C@@H]1CC[C@H](CC1)CCC)F (1,2-Difluoro-6-(trans-4-Propylcyclohexyl)Naphthalene). As a reaction SMILES: [F:1][C:2]1(F)[C:11]2[C:6](=[CH:7][C:8]([C@H:12]3[CH2:17][CH2:16][C@H:15]([CH2:18][CH2:19][CH3:20])[CH2:14][CH2:13]3)=[CH:9][CH:10]=2)[CH:5]=[CH:4][C:3]1(F)[F:21].FC1(F)C2C(=CC([C@H]3CC[C@H](CCC)CC3)=CC=2)C(F)=CC1F.[NH4+].[OH-].N>C1COCC1.[Zn]>[F:1][C:2]1[C:11]2[C:6](=[CH:7][C:8]([C@H:12]3[CH2:13][CH2:14][C@H:15]([CH2:18][CH2:19][CH3:20])[CH2:16][CH2:17]3)=[CH:9][CH:10]=2)[CH:5]=[CH:4][C:3]=1[F:21] |f:2.3|. Procedure: A mixture of 1,1,2,2-tetrafluoro-6-(trans-4-propylcyclohexyl)-1,2-dihydronaphthalene and 1,1,2,4-tetrafluoro-6-(trans-4-propylcyclohexyl)-1,2-dihydronaphthalene, 10.0 g (30.6 mmol) in THF was stirred with zinc dust (10 g, 153 mmol) and aqueous 30% NH4OH at ambient temperature. After 27 h, GC analysis showed that the mixture contained <1% of the starting material. The mixture was filtered, and the zinc was washed with hexanes. The filtrate was transferred to a separatory funnel, the phases were s...